This data is from the Open Reaction Database (ORD), a public repository of structured organic reaction records. The task is: describe an organic reaction: reactants, conditions, products, and yield Reactants: CCOC(C)=O, ClCCl, CNC(=O)NCC(C(=O)Nc1ccccc1)c1ccc(C(=O)Nc2cc(-c3ccsc3)ccc2NC(=O)OC(C)(C)C)cc1, [Na+], O=C([O-])O, O=C(O)C(F)(F)F. Yields the product CNC(=O)NCC(C(=O)Nc1ccccc1)c1ccc(C(=O)Nc2cc(-c3ccsc3)ccc2N)cc1. As a reaction SMILES: [CH3:60][CH2:61][O:62][C:63]([CH3:64])=[O:65].[Cl:57][CH2:58][Cl:59].[NH:1]([c:2]1[cH:3][cH:4][cH:5][cH:6][cH:7]1)[C:8]([CH:9]([CH2:10][NH:11][C:12](=[O:13])[NH:14][CH3:15])[c:16]1[cH:17][cH:18][c:19]([C:20](=[O:21])[NH:22][c:23]2[c:24]([NH:34][C:35](=[O:36])[O:37][C:38]([CH3:39])([CH3:40])[CH3:41])[cH:25][cH:26][c:27](-[c:29]3[cH:30][s:31][cH:32][cH:33]3)[cH:28]2)[cH:42][cH:43]1)=[O:44].[Na+:56].[O-:52][C:53]([OH:54])=[O:55].[OH:45][C:46]([C:47]([F:48])([F:49])[F:50])=[O:51]>>[NH:1]([c:2]1[cH:3][cH:4][cH:5][cH:6][cH:7]1)[C:8]([CH:9]([CH2:10][NH:11][C:12](=[O:13])[NH:14][CH3:15])[c:16]1[cH:17][cH:18][c:19]([C:20](=[O:21])[NH:22][c:23]2[c:24]([NH2:34])[cH:25][cH:26][c:27](-[c:29]3[cH:30][s:31][cH:32][cH:33]3)[cH:28]2)[cH:42][cH:43]1)=[O:44]. The reactants are [OH-].[Na+] (sodium hydroxide), [OH-].[NH4+] (ammonium hydroxide), CC[C@@H]1[C@@]([C@@H]([C@H](C(=O)[C@@H](C[C@@]([C@@H]([C@H]([C@@H]([C@H](C(=O)O1)C)O[C@H]2C[C@@]([C@H]([C@@H](O2)C)O)(C)OC)C)O[C@H]3[C@@H]([C@H](C[C@H](O3)C)N(C)C)O)(C)O)C)C)O)(C)O (erythromycin A), C(C)(=O)[O-].[Na+] (sodium acetate), II (iodine). Run in O (water), CO.O (methanol water). Reaction conditions: temperature 47 celsius, time 3 hour. Yields the product CC[C@@H]1[C@@]([C@@H]([C@H](C(=O)[C@@H](C[C@@]([C@@H]([C@H]([C@@H]([C@H](C(=O)O1)C)O[C@H]2C[C@@]([C@H]([C@@H](O2)C)O)(C)OC)C)O[C@H]3[C@@H]([C@H](C[C@H](O3)C)NC)O)(C)O)C)C)O)(C)O (N-demethylerythromycin A). RXN SMILES: [CH3:1][CH2:2][C@H:3]1[O:18][C:16](=[O:17])[C@H:15]([CH3:19])[C@@H:14]([O:20][C@@H:21]2[O:26][C@@H:25]([CH3:27])[C@H:24]([OH:28])[C@@:23]([O:30][CH3:31])([CH3:29])[CH2:22]2)[C@H:13]([CH3:32])[C@@H:12]([O:33][C@@H:34]2[O:39][C@H:38]([CH3:40])[CH2:37][C@H:36]([N:41](C)[CH3:42])[C@H:35]2[OH:44])[C@@:11]([OH:46])([CH3:45])[CH2:10][C@@H:9]([CH3:47])[C:7](=[O:8])[C@H:6]([CH3:48])[C@@H:5]([OH:49])[C@@:4]1([OH:51])[CH3:50].C([O-])(=O)C.[Na+].II.[OH-].[Na+].[OH-].[NH4+]>CO.O.O>[CH3:1][CH2:2][C@H:3]1[O:18][C:16](=[O:17])[C@H:15]([CH3:19])[C@@H:14]([O:20][C@@H:21]2[O:26][C@@H:25]([CH3:27])[C@H:24]([OH:28])[C@@:23]([O:30][CH3:31])([CH3:29])[CH2:22]2)[C@H:13]([CH3:32])[C@@H:12]([O:33][C@@H:34]2[O:39][C@H:38]([CH3:40])[CH2:37][C@H:36]([NH:41][CH3:42])[C@H:35]2[OH:44])[C@@:11]([OH:46])([CH3:45])[CH2:10][C@@H:9]([CH3:47])[C:7](=[O:8])[C@H:6]([CH3:48])[C@@H:5]([OH:49])[C@@:4]1([OH:51])[CH3:50] |f:1.2,4.5,6.7,8.9|. Procedure details: 20 g of erythromycin A (=27.2 mmole) and 11.2 g (=136.2 mmole) of sodium acetate were dissolved in 200 ml of an 8:2 methanol/water mixture. The solution was heated to 47° C. Then 6.9 g (=136.2 mmole) of iodine were added. The pH was kept at 8 to 9 by adding dilute aqueous sodium hydroxide solution. After 3 hours, the reaction mixture was worked up by pouring it into a mixture of 1 liter of water and 20 ml of ammonium hydroxide solution. The reaction mixture was extracted with ethyl acetate, and ... Starting materials: Br.Br.C(C1=CC=CC=C1)N1[C@@H]2CN[C@H](C1)C2 ((1S,4S)-N-benzyl-2,5-diazabicyclo[2.2.1]heptane dihydrobromide), C1(=CC=C(C=C1)S(=O)(=O)N1[C@@H]2CN([C@H](C1)C2)CC2=CC=CC=C2)C ((1S,4S)-2-(4-toluenesulfonyl)-5-phenylmethyl-2,5-diazabicyclo[2.2.1]heptane), Br (HBr). The solvent is CC(=O)O (AcOH). Conditions: temperature 70 celsius. The product is C(C1=CC=CC=C1)N1[C@@H]2CN[C@H](C1)C2 ((1S,4S)-N-benzyl-2,5-diazabicyclo[2.2.1]heptane). The yield is 91.3%. RXN SMILES: Br.Br.[CH2:3]([N:10]1[CH2:15][C@@H:14]2[CH2:16][C@H:11]1[CH2:12][NH:13]2)[C:4]1[CH:9]=[CH:8][CH:7]=[CH:6][CH:5]=1.C1(C)C=CC(S(N2C[C@@H]3C[C@H]2CN3CC2C=CC=CC=2)(=O)=O)=CC=1.Br>CC(O)=O>[CH2:3]([N:10]1[CH2:15][C@@H:14]2[CH2:16][C@H:11]1[CH2:12][NH:13]2)[C:4]1[CH:5]=[CH:6][CH:7]=[CH:8][CH:9]=1 |f:0.1.2|. Reported procedure: (1S,4S)-N-benzyl-2,5-diazabicyclo[2.2.1]heptane dihydrobromide. A mixture of (1S,4S)-2-(4-toluenesulfonyl)-5-phenylmethyl-2,5-diazabicyclo[2.2.1]heptane (54.0 g, 0.16 mole) in AcOH (830 mL) containing HBr (30% wt.) was heated at 70° C. for 1% h. The reaction mixture was allowed to cool and concentrated under reduced pressure to a final volume of ca. 300 mL. The precipitate that formed was filtered and washed with acetone to give (1S,4S)-N-benzyl-2,5-diazabicyclo[2.2.1]heptane (50.30 g, 91.3%, m.... Reactants: 9, ClCC(C(C(C)C)(C)C)=O (1-chloro-3,3,4-trimethylpentan-2-one), ClC1=CC=C(C=C1)O (4-chlorophenol), C([O-])([O-])=O.[K+].[K+] (potassium carbonate). The solvent is CN(C=O)C (N,N-dimethylformamide). Conditions: temperature 100 celsius. Product: ClC1=CC=C(OCC(C(C(C)C)(C)C)=O)C=C1 (1-(4-chlorophenoxy)-3,3,4-trimethylpentan-2-one). Yield: 87.4%. As a reaction SMILES: Cl[CH2:2][C:3](=[O:10])[C:4]([CH3:9])([CH3:8])[CH:5]([CH3:7])[CH3:6].[Cl:11][C:12]1[CH:17]=[CH:16][C:15]([OH:18])=[CH:14][CH:13]=1.C(=O)([O-])[O-].[K+].[K+]>CN(C)C=O>[Cl:11][C:12]1[CH:17]=[CH:16][C:15]([O:18][CH2:2][C:3](=[O:10])[C:4]([CH3:9])([CH3:8])[CH:5]([CH3:7])[CH3:6])=[CH:14][CH:13]=1 |f:2.3.4|. Reported procedure: 461.5 9 (2.84 mols) of 1-chloro-3,3,4-trimethylpentan-2-one are added with stirring over the course of 1 hour to a mixture of 364.9 g (2.84 mols of 4-chlorophenol and 392 g (2.84 mols of potassium carbonate heated to 100° C. in 2,700 ml of N,N-dimethylformamide. After heating at 100° C. for ten hours, the mixture is cooled to 20° C., precipitated potassium chloride is removed by filtration, and the filtrate is evaporated under reduced pressure. The residue is taken up in 1,500 ml of dichlorometh... Reactants: P(=O)(Cl)(Cl)Cl (phosphorus oxychloride), COC=1C=CC2=C(OC(=C(O2)C2=CC=CC=C2)C(=O)N)C1 (7-Methoxy-3-phenyl-1,4-benzodioxin-2-carboxamide), CCOC(=O)C (AcOEt). Run in N1=CC=CC=C1 (pyridine). Yields the product COC=1C=CC2=C(OC(=C(O2)C2=CC=CC=C2)C#N)C1 (7-Methoxy-3-phenyl-1,4-benzodioxin-2-carbonitrile). As a reaction SMILES: P(Cl)(Cl)(Cl)=O.[CH3:6][O:7][C:8]1[CH:9]=[CH:10][C:11]2[O:16][C:15]([C:17]3[CH:22]=[CH:21][CH:20]=[CH:19][CH:18]=3)=[C:14]([C:23]([NH2:25])=O)[O:13][C:12]=2[CH:26]=1.CCOC(C)=O>N1C=CC=CC=1>[CH3:6][O:7][C:8]1[CH:9]=[CH:10][C:11]2[O:16][C:15]([C:17]3[CH:22]=[CH:21][CH:20]=[CH:19][CH:18]=3)=[C:14]([C:23]#[N:25])[O:13][C:12]=2[CH:26]=1. Reported procedure: 0.9 ml (7.5 mmol) of phosphorus oxychloride are slowly added to a solution of 0.24 g (1.5 mmol) of the amide obtained in Step A in 5 ml of anhydrous pyridine. The reaction medium is heated at reflux for 1 hour under an inert atmosphere and then allowed to cool. After evaporation of the solvent in vacuo, the residue is taken up in dichloromethane and then hydrolysed with a saturated solution of sodium hydrogen carbonate. The aqueous phase is then extracted with dichloromethane. The organic phase,... Starting materials: CC[O-].[Na+] (NaOEt), FC(C(CC(=O)OCC)=O)(F)F (ethyl trifluoroacetoacetate), BrCCC(=O)OCC (ethyl 3-bromopropionate). Run in CCO (EtOH). Reaction conditions: time 10 minute. The product is FC(C(=O)C(C(=O)OCC)CCC(=O)OCC)(F)F (Diethyl Trifluoroacetylglutarate). Yield: 90.7%. As a reaction SMILES: CC[O-].[Na+].[F:5][C:6]([F:16])([F:15])[C:7](=[O:14])[CH2:8][C:9]([O:11][CH2:12][CH3:13])=[O:10].Br[CH2:18][CH2:19][C:20]([O:22][CH2:23][CH3:24])=[O:21]>CCO>[F:5][C:6]([F:15])([F:16])[C:7]([CH:8]([CH2:18][CH2:19][C:20]([O:22][CH2:23][CH3:24])=[O:21])[C:9]([O:11][CH2:12][CH3:13])=[O:10])=[O:14] |f:0.1|. Procedure details: To a solution of NaOEt (0.217 mol) in EtOH (prepared from 5.0 g of Na and 220 mL of EtOH) was added ethyl trifluoroacetoacetate (40.0 g, 0.217 mol). After 10 min, ethyl 3-bromopropionate (35.0 g, 0.194 mol) was added and the mixture was heated under reflux for 24 h. The reaction mixture was concentrated, taken up in ether, and washed with water. The ether layers were dried (MgSO4) and concentrated to give 50 g of a yellow oil. Distillation (100°-110° C./25 min) gave 14.0 g (23%) of product as a ... Reactants: C(C)N(C(C)C)C(C)C (N-ethyl-N-isopropylpropan-2-amine), OCC1=CC2=C(C=3N(C(N2)=O)C=CC3)N=C1 (3-(hydroxymethyl)pyrido[2,3-e]pyrrolo[1,2-c]pyrimidin-6(5H)-one), C1(CC1)NC(C1=CC=C(C=C1)N1CCNCC1)=O (N-cyclopropyl-4-(piperazin-1-yl)benzamide), [I-].C(#N)C[P+](C)(C)C ((cyanomethyl)trimethylphosphonium iodide). Run in C(CC)#N (Propiononitrile). Run at temperature 95 celsius, time 6 hour. The product is C1(CC1)NC(C1=CC=C(C=C1)N1CCN(CC1)CC1=CC2=C(C=3N(C(N2)=O)C=CC3)N=C1)=O (N-cyclopropyl-4-(4-((6-oxo-5,6-dihydropyrido[2,3-e]pyrrolo[1,2-c]pyrimidin-3-yl)methyl)piperazin-1-yl)benzamide). The yield is 69.0%. RXN SMILES: O[CH2:2][C:3]1[CH:16]=[N:15][C:6]2[C:7]3[N:8]([CH:12]=[CH:13][CH:14]=3)[C:9](=[O:11])[NH:10][C:5]=2[CH:4]=1.[CH:17]1([NH:20][C:21](=[O:34])[C:22]2[CH:27]=[CH:26][C:25]([N:28]3[CH2:33][CH2:32][NH:31][CH2:30][CH2:29]3)=[CH:24][CH:23]=2)[CH2:19][CH2:18]1.[I-].C(C[P+](C)(C)C)#N.C(N(C(C)C)C(C)C)C>C(#N)CC>[CH:17]1([NH:20][C:21](=[O:34])[C:22]2[CH:23]=[CH:24][C:25]([N:28]3[CH2:29][CH2:30][N:31]([CH2:2][C:3]4[CH:16]=[N:15][C:6]5[C:7]6[N:8]([CH:12]=[CH:13][CH:14]=6)[C:9](=[O:11])[NH:10][C:5]=5[CH:4]=4)[CH2:32][CH2:33]3)=[CH:26][CH:27]=2)[CH2:19][CH2:18]1 |f:2.3|. Procedure: To a suspension of 3-(hydroxymethyl)pyrido[2,3-e]pyrrolo[1,2-c]pyrimidin-6(5H)-one (25 mg, 0.116 mmol), N-cyclopropyl-4-(piperazin-1-yl)benzamide (35.6 mg, 0.145 mmol) and (cyanomethyl)trimethylphosphonium iodide (45.2 mg, 0.186 mmol) in Propiononitrile (Volume: 1.0 mL) was added N-ethyl-N-isopropylpropan-2-amine (0.101 mL, 0.581 mmol) at 23° C. The reaction was stirred at 95° C. for 6 hr. The suspension was cooled to 23° C., filtered, rinsed with ACN (3×1 mL) and dried in vacuo to provide N-cyc...